From a dataset of the Open Reaction Database (ORD), a public repository of structured organic reaction records. describe an organic reaction: reactants, conditions, products, and yield Starting materials: C(C)(C)(C)[SiH2]OC(C1=CC(=NO1)C=O)(C)C (5-(tert-butyl-dimethyl-silanyloxymethyl)-isoxazole-3-carbaldehyde), C[Al](C)C (trimethylaluminum), solution, N#N (N2), [NH4+].[Cl-] (NH4Cl), Cl (HCl). Solvent: C(Cl)Cl (CH2Cl2), CCCCCCC (heptane), C(Cl)Cl (CH2Cl2). Run at temperature 0 celsius, time 50 minute. Product: C(C)(C)(C)[SiH2]OC(C1=CC(=NO1)C(C)O)(C)C (1-[5-(tert-Butyl-dimethyl-silanyloxymethyl)-isoxazol-3-yl]-ethanol). Reaction SMILES: N#N.[C:3]([SiH2:7][O:8][C:9]([CH3:18])([CH3:17])[C:10]1[O:14][N:13]=[C:12]([CH:15]=[O:16])[CH:11]=1)([CH3:6])([CH3:5])[CH3:4].[CH3:19][Al](C)C.[NH4+].[Cl-].Cl>C(Cl)Cl.CCCCCCC>[C:3]([SiH2:7][O:8][C:9]([CH3:18])([CH3:17])[C:10]1[O:14][N:13]=[C:12]([CH:15]([OH:16])[CH3:19])[CH:11]=1)([CH3:6])([CH3:4])[CH3:5] |f:3.4|. Procedure details: In a flame dried round-bottomed flask equipped with a magnetic stir bar and under inert atmosphere (N2), a solution of 5-(tert-butyl-dimethyl-silanyloxymethyl)-isoxazole-3-carbaldehyde (1.74 g, 7.22 mmol) in CH2Cl2 (72.0 mL) was treated at 0° C. with trimethylaluminum (22.0 mL of a 1M solution in heptane, 22.0 mmol). The reaction mixture was then stirred at 0° C. for 50 min. CH2Cl2 (80.0 mL) followed by sat. aq. NH4Cl (80 mL) were then added. The mixture was then treated with 1N HCl (50 mL) and ... Reactants: BrC=1C=CC=C2C(=C(NC12)C(=O)OCC)CCC(=O)OCC (ethyl 7-bromo-3-(3-ethoxy-3-oxopropyl)-1H-indole-2-carboxylate), B.C1CCOC1 (borane•THF). The solvent is C1CCOC1 (THF). Conditions: time 16 hour. The product is BrC=1C=CC=C2C(=C(NC12)C(=O)OCC)CCCO (ethyl 7-bromo-3-(3-hydroxypropyl)-1H-indole-2-carboxylate). As a reaction SMILES: [Br:1][C:2]1[CH:3]=[CH:4][CH:5]=[C:6]2[C:10]=1[NH:9][C:8]([C:11]([O:13][CH2:14][CH3:15])=[O:12])=[C:7]2[CH2:16][CH2:17][C:18](OCC)=[O:19].B.C1COCC1>C1COCC1>[Br:1][C:2]1[CH:3]=[CH:4][CH:5]=[C:6]2[C:10]=1[NH:9][C:8]([C:11]([O:13][CH2:14][CH3:15])=[O:12])=[C:7]2[CH2:16][CH2:17][CH2:18][OH:19] |f:1.2|. Reported procedure: To a mixture of EXAMPLE 1A (1.85 g) in THF (50 mL) was added 1M borane•THF (30 mL). The mixture was stirred at room temperature for 16 hours, quenched with methanol (10 mL) and concentrated. The concentrate was purified by flash column chromatography on silica gel with 5-25% ethyl acetate/hexanes. Starting materials: [I-].[Na+] (sodium iodide), COC1=NC(=NC(=C1)OC)OC=1C=CC=C2C(OC(=O)C12)O (7-[(4,6-dimethoxy-pyrimidin-2-yl)oxy]-3-hydroxy-phthalide), ClCC#N (chloroacetonitrile), C([O-])([O-])=O.[K+].[K+] (potassium carbonate), C1COCCOCCOCCOCCOCCO1 (18-crown-6). The solvent is CC(=O)CC (ethyl methyl ketone), COC(C)(C)C (tert-butyl methyl ether). Yields the product C(#N)COC1OC(=O)C2=C(C=CC=C12)OC1=NC(=CC(=N1)OC)OC (3-cyanomethoxy-7-[(4,6-dimethoxy-pyrimidin-2-yl)oxy]-phthalide). Reaction SMILES: [CH3:1][O:2][C:3]1[CH:8]=[C:7]([O:9][CH3:10])[N:6]=[C:5]([O:11][C:12]2[CH:13]=[CH:14][CH:15]=[C:16]3[C:21]=2[C:19](=[O:20])[O:18][CH:17]3[OH:22])[N:4]=1.Cl[CH2:24][C:25]#[N:26].C(=O)([O-])[O-].[K+].[K+].[I-].[Na+].C1OCCOCCOCCOCCOCCOC1>CC(CC)=O.COC(C)(C)C>[C:25]([CH2:24][O:22][CH:17]1[C:16]2[C:21](=[C:12]([O:11][C:5]3[N:4]=[C:3]([O:2][CH3:1])[CH:8]=[C:7]([O:9][CH3:10])[N:6]=3)[CH:13]=[CH:14][CH:15]=2)[C:19](=[O:20])[O:18]1)#[N:26] |f:2.3.4,5.6|. Procedure: A mixture of 1.5 g of 7-[(4,6-dimethoxy-pyrimidin-2-yl)oxy]-3-hydroxy-phthalide (see Example 84) and 0.8 ml of chloroacetonitrile is maintained at 60° C. for 1 hour in ethyl methyl ketone in the presence of 2.1 g of dry potassium carbonate and a spatula tip each of sodium iodide and 18-crown-6. When the reaction material has cooled, it is taken up in tert-butyl methyl ether and the solution is washed with dilute hydrochloric acid and water, concentrated by evaporation and purified by chromatogra...